Dataset: the Open Reaction Database (ORD), a public repository of structured organic reaction records. Task: describe an organic reaction: reactants, conditions, products, and yield Starting materials: OCc1ccccc1, Cc1ccccc1, CC(C)N1CCN(C(=O)c2ccc3[nH]c(C(=O)N4CCC(F)(F)CC4)cc3c2)CC1, N#CC=P(c1ccccc1)(c1ccccc1)c1ccccc1. The product is CC(C)N1CCN(C(=O)c2ccc3c(c2)cc(C(=O)N2CCC(F)(F)CC2)n3Cc2ccccc2)CC1. Reaction SMILES: [CH2:31]([c:32]1[cH:33][cH:34][cH:35][cH:36][cH:37]1)[OH:38].[CH3:61][c:62]1[cH:63][cH:64][cH:65][cH:66][cH:67]1.[F:1][C:2]1([F:30])[CH2:3][CH2:4][N:5]([C:8](=[O:9])[c:10]2[nH:11][c:12]3[cH:13][cH:14][c:15]([C:19](=[O:20])[N:21]4[CH2:22][CH2:23][N:24]([CH:27]([CH3:28])[CH3:29])[CH2:25][CH2:26]4)[cH:16][c:17]3[cH:18]2)[CH2:6][CH2:7]1.[c:39]1([P:40](=[CH:41][C:42]#[N:43])([c:44]2[cH:45][cH:46][cH:47][cH:48][cH:49]2)[c:50]2[cH:51][cH:52][cH:53][cH:54][cH:55]2)[cH:56][cH:57][cH:58][cH:59][cH:60]1>>[F:1][C:2]1([F:30])[CH2:3][CH2:4][N:5]([C:8](=[O:9])[c:10]2[n:11]([CH2:31][c:32]3[cH:33][cH:34][cH:35][cH:36][cH:37]3)[c:12]3[cH:13][cH:14][c:15]([C:19](=[O:20])[N:21]4[CH2:22][CH2:23][N:24]([CH:27]([CH3:28])[CH3:29])[CH2:25][CH2:26]4)[cH:16][c:17]3[cH:18]2)[CH2:6][CH2:7]1. Yields the product CC1Cc2ccccc2C(c2ccc(C(F)(F)F)cc2)N1C(=O)Nc1ccc(F)cc1. Reaction SMILES: [CH3:2][CH:3]1[NH:4][CH:5]([c:13]2[cH:14][cH:15][c:16]([C:19]([F:20])([F:21])[F:22])[cH:17][cH:18]2)[c:6]2[cH:7][cH:8][cH:9][cH:10][c:11]2[CH2:12]1.[CH:23]([N:24]([CH2:25][CH3:26])[CH:27]([CH3:28])[CH3:29])([CH3:30])[CH3:31].[Cl:43][CH2:44][Cl:45].[ClH:1].[F:32][c:33]1[cH:34][cH:35][c:36]([N:39]=[C:40]=[O:41])[cH:37][cH:38]1.[OH2:42]>>[CH3:2][CH:3]1[N:4]([C:40]([NH:39][c:36]2[cH:35][cH:34][c:33]([F:32])[cH:38][cH:37]2)=[O:41])[CH:5]([c:13]2[cH:14][cH:15][c:16]([C:19]([F:20])([F:21])[F:22])[cH:17][cH:18]2)[c:6]2[cH:7][cH:8][cH:9][cH:10][c:11]2[CH2:12]1. The reactants are CC1Cc2ccccc2C(c2ccc(C(F)(F)F)cc2)N1, CCN(C(C)C)C(C)C, ClCCl, Cl, O=C=Nc1ccc(F)cc1, O. The reactants are CC(C)OC(=O)/N=N/C(=O)OC(C)C (Diisopropylazodicarboxylate), C1(CCCC1)OC=1C=C(CO)C=CC1OC (3-cyclopentyloxy-4-methoxybenzyl alcohol), C1(=CC=CC=C1)P(C1=CC=CC=C1)C1=CC=CC=C1 (triphenylphosphine), COC(C1=CC(=CC=C1)O)=O (methyl-3-hydroxy-benzoate). Solvent: O1CCCC1 (tetrahydrofuran). Reaction conditions: time 18 hour. The product is C1(CCCC1)OC=1C=C(C=CC1OC)COC=1C=C(C(=O)OC)C=CC1 (Methyl 3-[[3-(cyclopentyloxy)-4-methoxyphenyl]methoxy]benzoate). Reaction SMILES: CC(OC(/N=N/C(OC(C)C)=O)=O)C.[CH:15]1([O:20][C:21]2[CH:22]=[C:23]([CH:26]=[CH:27][C:28]=2[O:29][CH3:30])[CH2:24][OH:25])[CH2:19][CH2:18][CH2:17][CH2:16]1.C1(P(C2C=CC=CC=2)C2C=CC=CC=2)C=CC=CC=1.[CH3:50][O:51][C:52](=[O:60])[C:53]1[CH:58]=[CH:57][CH:56]=[C:55](O)[CH:54]=1>O1CCCC1>[CH:15]1([O:20][C:21]2[CH:22]=[C:23]([CH2:24][O:25][C:55]3[CH:54]=[C:53]([CH:58]=[CH:57][CH:56]=3)[C:52]([O:51][CH3:50])=[O:60])[CH:26]=[CH:27][C:28]=2[O:29][CH3:30])[CH2:16][CH2:17][CH2:18][CH2:19]1. Reported procedure: Diisopropylazodicarboxylate (1.2 ml, 5.99 mmol, 1.2 eq)was added to a mixture of (1.10 g,4.99 mmol, 1.0 eq) 3-cyclopentyloxy-4-methoxybenzyl alcohol, (1.44 g, 5.49 mmol, 1.1 eq) triphenylphosphine, and (0.75 g, 4.99 mmol, 1.0 eq) methyl-3-hydroxy-benzoate in 30 ml of anhydrous tetrahydrofuran. After stirring for 18 hours at room temperature the reaction mixture was concentrated in vacuo and chromatographed on a silica gel column, eluting with 10%, then 15% ethyl acetate-hexane to yield 897 mg, 5...